This data is from the Open Reaction Database (ORD), a public repository of structured organic reaction records. The task is: describe an organic reaction: reactants, conditions, products, and yield The reactants are C(C)(C)(C)OC(=O)N/C=1/C\C(=C/C2=C(\N1)C=C(C=C2)C2=CC=C(C=C2)C(=O)N2CCCC2)\C(=O)O ((1E,4E)-2-(tert-butoxycarbonylamino)-8-(4-(pyrrolidine-1-carbonyl)phenyl)-3H-benzo[b]azepine-4-carboxylic acid), amines, NO (hydroxylamine). Yields the product CC(CNCCC)(C)O (2-methyl-1-(propylamino)propan-2-ol). As a reaction SMILES: C(OC(N[C:9]1[CH2:10][C:11](C(O)=O)=[CH:12][C:13]2[CH:19]=CC(C3C=CC(C(N4CCCC4)=O)=CC=3)=C[C:14]=2[N:15]=1)=O)(C)(C)C.N[OH:37]>>[CH3:12][C:13]([OH:37])([CH3:19])[CH2:14][NH:15][CH2:9][CH2:10][CH3:11]. Procedure: The following examples 115 and 117 were prepared by the procedures as described in Example 101 (Steps H and I) using (1E,4E)-2-(tert-butoxycarbonylamino)-8-(4-(pyrrolidine-1-carbonyl)phenyl)-3H-benzo[b]azepine-4-carboxylic acid and the appropriate amines (2-methyl-1-(propylamino)propan-2-ol was prepared by the procedure reported in J. Am. Chem. Soc. 1939, 61, 3562) or the hydroxylamine. The reactants are CC(O)CNc1nc(Oc2ccc(F)cc2F)nc2[nH]ncc12, O=C1CCC(=O)N1I, CN(C)C=O. Yields the product CC(O)CNc1nc(Oc2ccc(F)cc2F)nc2[nH]nc(I)c12. As a reaction SMILES: [F:9][c:10]1[c:11]([O:12][c:13]2[n:14][c:15]([NH:22][CH2:23][CH:24]([CH3:25])[OH:26])[c:16]3[c:17]([n:18]2)[nH:19][n:20][cH:21]3)[cH:27][cH:28][c:29]([F:31])[cH:30]1.[I:1][N:2]1[C:3](=[O:4])[CH2:5][CH2:6][C:7]1=[O:8].[O:32]=[CH:33][N:34]([CH3:35])[CH3:36]>>[I:1][c:21]1[c:16]2[c:15]([NH:22][CH2:23][CH:24]([CH3:25])[OH:26])[n:14][c:13]([O:12][c:11]3[c:10]([F:9])[cH:30][c:29]([F:31])[cH:28][cH:27]3)[n:18][c:17]2[nH:19][n:20]1. Starting materials: C(C)OC=1C=C(C=CC1OCC)C1=NC(=NO1)C1=C2CCN(C2=CC=C1)CC1(COC(OC1)(C)C)NC(OC(C)(C)C)=O (tert-Butyl 5-((4-(5-(3,4-diethoxyphenyl)-1,2,4-oxadiazol-3-yl)indolin-1-yl)methyl)-2,2-dimethyl-1,3-dioxan-5-ylcarbamate), [O-]S(=O)(=O)[O-].[Mg+2] (MgSO4). The reagents and catalysts are O=[Mn]=O (MnO2). The solvent is ClCCCl (1,2-dichloroethane), C(Cl)Cl (CH2Cl2). Run at temperature 50 celsius, time 2 hour. The product is C(C)OC=1C=C(C=CC1OCC)C1=NC(=NO1)C1=C2C=CN(C2=CC=C1)CC1(COC(OC1)(C)C)NC(OC(C)(C)C)=O (tert-Butyl 5-((4-(5-(3,4-diethoxyphenyl)-1,2,4-oxadiazol-3-yl)indol-1-yl)methyl)-2,2-dimethyl-1,3-dioxan-5-ylcarbamate). The yield is 28.6%. RXN SMILES: [CH2:1]([O:3][C:4]1[CH:5]=[C:6]([C:13]2[O:17][N:16]=[C:15]([C:18]3[CH:26]=[CH:25][CH:24]=[C:23]4[C:19]=3[CH2:20][CH2:21][N:22]4[CH2:27][C:28]3([NH:36][C:37](=[O:43])[O:38][C:39]([CH3:42])([CH3:41])[CH3:40])[CH2:33][O:32][C:31]([CH3:35])([CH3:34])[O:30][CH2:29]3)[N:14]=2)[CH:7]=[CH:8][C:9]=1[O:10][CH2:11][CH3:12])[CH3:2].[O-]S([O-])(=O)=O.[Mg+2]>ClCCCl.C(Cl)Cl.O=[Mn]=O>[CH2:1]([O:3][C:4]1[CH:5]=[C:6]([C:13]2[O:17][N:16]=[C:15]([C:18]3[CH:26]=[CH:25][CH:24]=[C:23]4[C:19]=3[CH:20]=[CH:21][N:22]4[CH2:27][C:28]3([NH:36][C:37](=[O:43])[O:38][C:39]([CH3:40])([CH3:42])[CH3:41])[CH2:29][O:30][C:31]([CH3:34])([CH3:35])[O:32][CH2:33]3)[N:14]=2)[CH:7]=[CH:8][C:9]=1[O:10][CH2:11][CH3:12])[CH3:2] |f:1.2|. Procedure details: A suspension of the product of Example 34, Step D (0.07 g; 0.118 mmol), MnO2 (0.58 g; 6.67 mmol) and anhydrous MgSO4 (0.5 g; 4.2 mmol) in 1,2-dichloroethane (2.5 ml) was vigorously stirred for 2 h at ˜50° C., then overnight at room temperature. This was diluted to 20 ml with CH2Cl2 and filtered through Celite pad, washed with fresh CH2Cl2 (10 ml). The combined organic phase was evaporated under reduced pressure and the residue was purified by FCC (SiO2, CH2Cl2/EtOAc 9:1) to give the title compou... Reactants: C12=CC=CC=C1CCCN2, CC1=CC(C)=C(S(=O)(Cl)=O)C(C)=C1. The reagents and catalysts are O=C([O-])O.[Na+] (NaHCO3). Solvent: O (water), OCCOCCOCCOCCOCCO (PEG400), CC(C)=O (acetone). Conditions: temperature 25 celsius, pressure 100 psi, time 20 minute. Product: Cc1cc(C)c(S(=O)(=O)N2CCCc3ccccc32)c(C)c1. Yield: 86.0%. Reactants: COC(=O)c1ccc(B2OC(C)(C)C(C)(C)O2)c(C)c1, O=S(=O)(OC1=CCCCC1)C(F)(F)F. The product is COC(=O)c1ccc(C2=CCCCC2)c(C)c1. As a reaction SMILES: [CH3:1][O:2][C:3]([c:4]1[cH:5][c:6]([CH3:19])[c:7]([B:10]2[O:11][C:12]([CH3:13])([CH3:14])[C:15]([CH3:16])([CH3:17])[O:18]2)[cH:8][cH:9]1)=[O:20].[F:21][C:22]([F:23])([F:24])[S:25]([O:26][C:27]1=[CH:28][CH2:29][CH2:30][CH2:31][CH2:32]1)(=[O:33])=[O:34]>>[CH3:1][O:2][C:3]([c:4]1[cH:5][c:6]([CH3:19])[c:7]([C:27]2=[CH:28][CH2:29][CH2:30][CH2:31][CH2:32]2)[cH:8][cH:9]1)=[O:20]. Reactants: amino acid esters, Sephadex, amino acids, Cl.Cl.COC(C(N)CCCCN)=O (DL-lysine methyl ester dihydrochloride), C1=CC=C2C(=C1)C(=O)C(C2=O)(O)O (ninhydrin), CO (methanol). Run in [OH-].[Na+] (NaOH). Run at temperature 4 celsius, time 5 hour. Product: Cl.Cl.N[C@@H](CCCCN)C(=O)O (L-lysine dihydrochloride). Reaction SMILES: [ClH:1].Cl.C[O:4][C:5](=[O:13])[CH:6]([CH2:8][CH2:9][CH2:10][CH2:11][NH2:12])[NH2:7].C1C=C2C(C(O)(O)C(=O)C2=CC=1)=O.CO>[OH-].[Na+]>[ClH:1].[ClH:1].[NH2:7][C@H:6]([C:5]([OH:13])=[O:4])[CH2:8][CH2:9][CH2:10][CH2:11][NH2:12] |f:0.1.2,5.6,7.8.9|. Procedure: In 1N NaOH, 2 g of Sephadex G-25 (dextranepichlorohydrin copolymer made by Pharmacia Co.) was immersed. Then the copolymer was separated by filtration. It was allowed to react with cyanuric chloride for 15 seconds in dioxane. The reaction mixture was washed with cold acetone and ice water and then 200 mg of the enzyme Pronase E was dissolved therein. In a borate buffer solution, the s-triazine derivative of Sephadex G-25 obtained as described above was immersed and gently agitated for 5 hours at...